Dataset: the Open Reaction Database (ORD), a public repository of structured organic reaction records. Task: describe an organic reaction: reactants, conditions, products, and yield The reactants are Intermediate 44, FC(C(=O)O)(F)F.C1(CCC1)OC=1NC(=C2N=C(N=C2N1)OC)N (2-(cyclobutyloxy)-8-(methyloxy)-1H-purin-6-amine trifluoroacetate), BrCCCCCl (1-bromo-4-chlorobutane). Procedure details: Prepared similarly to Intermediate 44 from 2-(cyclobutyloxy)-8-(methyloxy)-1H-purin-6-amine trifluoroacetate and 1-bromo-4-chlorobutane. RXN SMILES: FC(F)(F)C(O)=O.[CH:8]1([O:12][C:13]2[NH:14][C:15]([NH2:24])=[C:16]3[C:20]([N:21]=2)=[N:19][C:18]([O:22][CH3:23])=[N:17]3)[CH2:11][CH2:10][CH2:9]1.Br[CH2:26][CH2:27][CH2:28][CH2:29][Cl:30]>>[Cl:30][CH2:29][CH2:28][CH2:27][CH2:26][N:19]1[C:18]([O:22][CH3:23])=[N:17][C:16]2[C:20]1=[N:21][C:13]([O:12][CH:8]1[CH2:9][CH2:10][CH2:11]1)=[N:14][C:15]=2[NH2:24] |f:0.1|. The product is ClCCCCN1C2=NC(=NC(=C2N=C1OC)N)OC1CCC1 (9-(4-Chlorobutyl)-2-(cyclobutyloxy)-8-(methyloxy)-9H-purin-6-amine). Starting materials: ClC1=NC2=C(N1CC)C=CC=C2 (2-chloro-1-ethylbenzimidazole), NC1CN(CC1)C (3-amino-1-methylpyrrolidine), difumarate, residue, C(\C=C\C(=O)O)(=O)O (fumaric acid). Run in C(CCC)O (n-butanol), C(C)(C)O (isopropyl alcohol), O (H2O). The product is C(C)N1C(=NC2=C1C=CC=C2)NC2CN(CC2)C (1-Ethyl-N-(1-methyl-3-pyrrolidinyl)-1H-benzimidazol-2-amine). The yield is 63.0%. As a reaction SMILES: Cl[C:2]1[N:6]([CH2:7][CH3:8])[C:5]2[CH:9]=[CH:10][CH:11]=[CH:12][C:4]=2[N:3]=1.[NH2:13][CH:14]1[CH2:18][CH2:17][N:16]([CH3:19])[CH2:15]1.C(O)(=O)/C=C/C(O)=O>C(O)CCC.C(O)(C)C.O>[CH2:7]([N:6]1[C:5]2[CH:9]=[CH:10][CH:11]=[CH:12][C:4]=2[N:3]=[C:2]1[NH:13][CH:14]1[CH2:18][CH2:17][N:16]([CH3:19])[CH2:15]1)[CH3:8]. Reported procedure: A solution of 38.6 g (0.21 mol) of 2-chloro-1-ethylbenzimidazole and 24 g (0.24 mol) of 3-amino-1-methylpyrrolidine in 150 mL of n-butanol was heated to reflux for 72 h and concentrated on the rotary evaporator (70° C./30 mm). The residue was partitioned between CHCl3 and dilute NaOH. The CHCl3 solution was dried (Na2SO4) and concentrated. For purification the material obtained was converted to the difumarate salt. The residue (68 g) was treated with a boiling solution of 64 g of fumaric acid in... The reactants are CCOC(=O)C(N)C(C)C, CO, ClC(Cl)Cl, Cl, CC(NC(=O)Cc1cccc([N+](=O)[O-])c1)C(=O)O. Product: CCOC(=O)C(NC(=O)C(C)NC(=O)Cc1cccc([N+](=O)[O-])c1)C(C)C. Reaction SMILES: [CH2:20]([CH3:21])[O:22][C:23]([CH:24]([NH2:25])[CH:26]([CH3:27])[CH3:28])=[O:29].[CH3:34][OH:35].[Cl:30][CH:31]([Cl:32])[Cl:33].[ClH:19].[N+:1](=[O:2])([O-:3])[c:4]1[cH:5][c:6]([CH2:10][C:11](=[O:12])[NH:13][CH:14]([CH3:15])[C:16](=[O:17])[OH:18])[cH:7][cH:8][cH:9]1>>[N+:1](=[O:2])([O-:3])[c:4]1[cH:5][c:6]([CH2:10][C:11](=[O:12])[NH:13][CH:14]([CH3:15])[C:16](=[O:18])[NH:25][CH:24]([C:23]([O:22][CH2:20][CH3:21])=[O:29])[CH:26]([CH3:27])[CH3:28])[cH:7][cH:8][cH:9]1.